From a dataset of the Open Reaction Database (ORD), a public repository of structured organic reaction records. describe an organic reaction: reactants, conditions, products, and yield Starting materials: OC(CC#CCCCC(=O)O)COC1=CC=C(C=C1)CCCCC (8-hydroxy-9-(4-pentylphenoxy)-5-nonynoic acid), product, CO (MeOH). Reagents/catalysts: BF3 ·Et2O. The solvent is C1(=CC=CC=C1)C (toluene). Yields the product OC(CC#CCCCC(=O)OC)COC1=CC=C(C=C1)CCCCC (Methyl 8-Hydroxy-9-(4-pentylphenoxy)-5-nonynoate). RXN SMILES: [OH:1][CH:2]([CH2:12][O:13][C:14]1[CH:19]=[CH:18][C:17]([CH2:20][CH2:21][CH2:22][CH2:23][CH3:24])=[CH:16][CH:15]=1)[CH2:3][C:4]#[C:5][CH2:6][CH2:7][CH2:8][C:9]([OH:11])=[O:10].[CH3:25]O>C1(C)C=CC=CC=1>[OH:1][CH:2]([CH2:12][O:13][C:14]1[CH:15]=[CH:16][C:17]([CH2:20][CH2:21][CH2:22][CH2:23][CH3:24])=[CH:18][CH:19]=1)[CH2:3][C:4]#[C:5][CH2:6][CH2:7][CH2:8][C:9]([O:11][CH3:25])=[O:10]. Reported procedure: A solution of 3 g of 8-hydroxy-9-(4-pentylphenoxy)-5-nonynoic acid, the product of Example 7b, 40 ml of MeOH, 40 ml of toluene and 3 drops of BF3 ·Et2O was heated for 12 hr to reflux with a Dean Stark trap to remove water. Solvent was removed and the residue was dissolved in Et2O and was washed NaHCO3 solution and NaCl solution. The ether solution was dried over MgSO4 and removed solvent to give the title compound, an oil.